Dataset: the Open Reaction Database (ORD), a public repository of structured organic reaction records. Task: describe an organic reaction: reactants, conditions, products, and yield The reactants are C(C)(C)(C)OC(=O)N1CC2=CC=CC=C2C[C@H]1C(=O)O ((S)—N-(tert-butoxycarbonyl)-1,2,3,4-tetrahydroisoquinoline-3-carboxylic acid), C(CCCC)C1=CC=C(N)C=C1 (4-pentylaniline), Cl.CN(CCCN=C=NCC)C (1-[3-(dimethylamino)propyl]-3-ethylcarbodiimide hydrochloride). Run in C(Cl)(Cl)Cl (chloroform). Run at time 8 hour. The product is C(CCCC)C1=CC=C(C=C1)NC(=O)[C@H]1N(CC2=CC=CC=C2C1)C(=O)OC(C)(C)C ((S)—N-(tert-Butoxycarbonyl)-1,2,3,4-tetrahydroisoquinoline-3-carboxylic acid(4-pentylphenyl)amide). As a reaction SMILES: [C:1]([O:5][C:6]([N:8]1[C@H:17]([C:18]([OH:20])=O)[CH2:16][C:15]2[C:10](=[CH:11][CH:12]=[CH:13][CH:14]=2)[CH2:9]1)=[O:7])([CH3:4])([CH3:3])[CH3:2].[CH2:21]([C:26]1[CH:32]=[CH:31][C:29]([NH2:30])=[CH:28][CH:27]=1)[CH2:22][CH2:23][CH2:24][CH3:25].Cl.CN(C)CCCN=C=NCC>C(Cl)(Cl)Cl>[CH2:21]([C:26]1[CH:27]=[CH:28][C:29]([NH:30][C:18]([C@@H:17]2[CH2:16][C:15]3[C:10](=[CH:11][CH:12]=[CH:13][CH:14]=3)[CH2:9][N:8]2[C:6]([O:5][C:1]([CH3:4])([CH3:3])[CH3:2])=[O:7])=[O:20])=[CH:31][CH:32]=1)[CH2:22][CH2:23][CH2:24][CH3:25] |f:2.3|. Procedure details: To a stirred solution of (S)—N-(tert-butoxycarbonyl)-1,2,3,4-tetrahydroisoquinoline-3-carboxylic acid (10.0 g, 36.1 mmol) and 4-pentylaniline (4.91 g, 30.1 mmol) in chloroform (150 mL) was added 1-[3-(dimethylamino)propyl]-3-ethylcarbodiimide hydrochloride (6.92 g, 36.1 mmol). The reaction was allowed to proceed overnight and then washed with aqueous sodium bicarbonate solution, dried (sodium sulfate) and concentrated to afford crude product as an off-white, foamy solid. This material was used i...